Task: describe an organic reaction: reactants, conditions, products, and yield. Dataset: the Open Reaction Database (ORD), a public repository of structured organic reaction records Reactants: NC1=NNC=C1C(=O)C=1SC=CN1 ((3-amino-1H-pyrazol-4-yl)-2-thiazolyl-methanone), CN(C=CC(=O)C1=CC=NC=C1)C (3-dimethylamino-1-(4-pyridinyl)-2-propen-1-one). Yields the product N1=CC=C(C=C1)C1=CC=NC=2N1N=CC2C(=O)C=2SC=CN2 ([7-(4-Pyridinyl)pyrazolo[1,5-a]pyrimidin-3-yl]-2-thiazolyl-methanone). Reaction SMILES: [NH2:1][C:2]1[C:6]([C:7]([C:9]2[S:10][CH:11]=[CH:12][N:13]=2)=[O:8])=[CH:5][NH:4][N:3]=1.CN(C)[CH:16]=[CH:17][C:18]([C:20]1[CH:25]=[CH:24][N:23]=[CH:22][CH:21]=1)=O>>[N:23]1[CH:24]=[CH:25][C:20]([C:18]2[N:3]3[N:4]=[CH:5][C:6]([C:7]([C:9]4[S:10][CH:11]=[CH:12][N:13]=4)=[O:8])=[C:2]3[N:1]=[CH:16][CH:17]=2)=[CH:21][CH:22]=1. Procedure details: As described for Example 1, (3-amino-1H-pyrazol-4-yl)-2-thiazolyl-methanone was reacted with 3-dimethylamino-1-(4-pyridinyl)-2-propen-1-one to give the product as crystals, mp 323°-325° C. Starting materials: O=C1COC2=C(N1)C=CC(=C2)NC(C(=O)O)=O (N-(3-oxo-3,4-dihydro-2H-benzo[1,4]oxazin-7-yl)-oxalamic acid), C(CC1=CC=CC=C1)C1CCNCC1 (4-phenethyl-piperidine). Solvent: C(C)OCC (diethylether). Product: O=C(C(=O)NC1=CC2=C(NC(CO2)=O)C=C1)N1CCC(CC1)CCC1=CC=CC=C1 (2-Oxo-N-(3-oxo-3,4-dihydro-2H-benzo[1,4]oxazin-7-yl)-2-(4-phenethyl-piperidin-1-yl)-acetamide). RXN SMILES: [O:1]=[C:2]1[NH:7][C:6]2[CH:8]=[CH:9][C:10]([NH:12][C:13](=[O:17])[C:14]([OH:16])=O)=[CH:11][C:5]=2[O:4][CH2:3]1.[CH2:18]([CH:26]1[CH2:31][CH2:30][NH:29][CH2:28][CH2:27]1)[CH2:19][C:20]1[CH:25]=[CH:24][CH:23]=[CH:22][CH:21]=1>C(OCC)C>[O:16]=[C:14]([N:29]1[CH2:30][CH2:31][CH:26]([CH2:18][CH2:19][C:20]2[CH:25]=[CH:24][CH:23]=[CH:22][CH:21]=2)[CH2:27][CH2:28]1)[C:13]([NH:12][C:10]1[CH:9]=[CH:8][C:6]2[NH:7][C:2](=[O:1])[CH2:3][O:4][C:5]=2[CH:11]=1)=[O:17]. Reported procedure: The title compound is prepared from N-(3-oxo-3,4-dihydro-2H-benzo[1,4]oxazin-7-yl)-oxalamic acid (Example 53b) and 4-phenethyl-piperidine [J. Amer. Chem. Soc., 72, 4953. (1950)] according to the method described in Example 1c. Melting Point: 128-132° C. (diethylether) Reactants: CN1C=C(Br)SC1, C[Sn](C)(C)Cl, [Li]CCCC. Product: CN1C=C([Sn](C)(C)C)SC1. RXN SMILES: [Br:1][C:2]1=[CH:3][N:4]([CH3:7])[CH2:5][S:6]1.[CH3:13][Sn:14]([CH3:15])([CH3:16])[Cl:17].[Li:8][CH2:9][CH2:10][CH2:11][CH3:12]>>[C:2]1([Sn:14]([CH3:13])([CH3:15])[CH3:16])=[CH:3][N:4]([CH3:7])[CH2:5][S:6]1. The reactants are ClC=1C=C2C=C(NC2=CC1)C(=O)O (5-Chloroindole-2-carboxylic acid), CO (methanol), S(O)(O)(=O)=O (sulphuric acid). Yields the product ClC=1C=C2C=C(NC2=CC1)C(=O)OC (Methyl 5-chloroindole-2-carboxylate). Reaction SMILES: [Cl:1][C:2]1[CH:3]=[C:4]2[C:8](=[CH:9][CH:10]=1)[NH:7][C:6]([C:11]([OH:13])=[O:12])=[CH:5]2.S(=O)(=O)(O)O.[CH3:19]O>>[Cl:1][C:2]1[CH:3]=[C:4]2[C:8](=[CH:9][CH:10]=1)[NH:7][C:6]([C:11]([O:13][CH3:19])=[O:12])=[CH:5]2. Procedure: 5-Chloroindole-2-carboxylic acid (0.95 g, 4.65 mmol) was dissolved in methanol (35 ml) and treated with sulphuric acid (0.5 ml). The mixture was refluxed for 5 h and cooled and the solvent was removed. The residue was recrystallized twice from methanol to give the product. Reactants: CN(C(=O)Cl)c1ccccc1, O=C(Cc1ccccc1)c1ccc(O)cc1. The product is CN(C(=O)Oc1ccc(C(=O)Cc2ccccc2)cc1)c1ccccc1. RXN SMILES: [CH3:17][N:18]([C:19](=[O:20])[Cl:21])[c:22]1[cH:23][cH:24][cH:25][cH:26][cH:27]1.[OH:1][c:2]1[cH:3][cH:4][c:5]([C:8](=[O:9])[CH2:10][c:11]2[cH:12][cH:13][cH:14][cH:15][cH:16]2)[cH:6][cH:7]1>>[O:1]([c:2]1[cH:3][cH:4][c:5]([C:8](=[O:9])[CH2:10][c:11]2[cH:12][cH:13][cH:14][cH:15][cH:16]2)[cH:6][cH:7]1)[C:19]([N:18]([CH3:17])[c:22]1[cH:23][cH:24][cH:25][cH:26][cH:27]1)=[O:20]. Starting materials: C(C)O.O.[NH4+].[OH-] (ethanol H2O NH4OH), COC([C@@H](C(NC(=O)C1=CC=CC=C1)Cl)NS(=O)(=O)C1=CC=C(C=C1)OCCC1CCN(CC1)C(=O)OC(C)(C)C)=O (3-Chloro-4-[2-(N-BOC-piperidin-4-yl)ethyloxy]phenylcarbonyl-2(S)-phenylsulfonylamino-β-alanine Methyl Ester). Product: ClC(NC(=O)C1=CC=CC=C1)[C@H](C(=O)O)NS(=O)(=O)C1=CC=C(C=C1)OCCC1CCNCC1 (3-Chloro-4-[2-(piperidin-4-yl)ethyloxy]phenylcarbonyl-2(S)-phenylsulfonylamino-β-alanine). The yield is 36.2%. As a reaction SMILES: C[O:2][C:3](=[O:42])[C@H:4]([NH:16][S:17]([C:20]1[CH:25]=[CH:24][C:23]([O:26][CH2:27][CH2:28][CH:29]2[CH2:34][CH2:33][N:32](C(OC(C)(C)C)=O)[CH2:31][CH2:30]2)=[CH:22][CH:21]=1)(=[O:19])=[O:18])[CH:5]([Cl:15])[NH:6][C:7]([C:9]1[CH:14]=[CH:13][CH:12]=[CH:11][CH:10]=1)=[O:8].C(O)C.O.[NH4+].[OH-]>>[Cl:15][CH:5]([C@@H:4]([NH:16][S:17]([C:20]1[CH:21]=[CH:22][C:23]([O:26][CH2:27][CH2:28][CH:29]2[CH2:30][CH2:31][NH:32][CH2:33][CH2:34]2)=[CH:24][CH:25]=1)(=[O:18])=[O:19])[C:3]([OH:42])=[O:2])[NH:6][C:7]([C:9]1[CH:10]=[CH:11][CH:12]=[CH:13][CH:14]=1)=[O:8] |f:1.2.3.4|. Procedure: Utilizing the procedure for convening 9-5 to 9-6, 15-5 (275 mg, 0.46 mmol) gave 15-6 (85 mg) after flash chromatography (silica, 10:1:1 ethanol/H2O/NH4OH). Rf 0.39 (silica, 10:1:1 ethanol/H2O/NH4OH). Starting materials: N1(N=CC=C1)CCO (2-(1H-pyrazol-1-yl)ethanol), [N+](=O)([O-])C1=C(C#N)C(=CC=C1)[N+](=O)[O-] (2,6-dinitrobenzonitrile). Product: N1(N=CC=C1)CCOC1=C(C#N)C(=CC=C1)[N+](=O)[O-] (2-(2-(1H-pyrazol-1-yl)ethoxy)-6-nitrobenzonitrile). Isolated yield 89.2%. RXN SMILES: [N:1]1([CH2:6][CH2:7][OH:8])[CH:5]=[CH:4][CH:3]=[N:2]1.[N+:9]([C:12]1[CH:19]=[CH:18][CH:17]=[C:16]([N+]([O-])=O)[C:13]=1[C:14]#[N:15])([O-:11])=[O:10]>>[N:1]1([CH2:6][CH2:7][O:8][C:16]2[CH:17]=[CH:18][CH:19]=[C:12]([N+:9]([O-:11])=[O:10])[C:13]=2[C:14]#[N:15])[CH:5]=[CH:4][CH:3]=[N:2]1. Reported procedure: Prepared as in Example 215c from 2-(1H-pyrazol-1-yl)ethanol and 2,6-dinitrobenzonitrile in 89.2% yield. MS 259 (MH+).